Dataset: the Open Reaction Database (ORD), a public repository of structured organic reaction records. Task: describe an organic reaction: reactants, conditions, products, and yield The reactants are ClCCl, CCOC(C)=O, OCc1cccc2c1CC(=CCCN1CCC(O)(c3ccc(Cl)cc3)CC1)c1cccnc1O2. The product is O=Cc1cccc2c1CC(=CCCN1CCC(O)(c3ccc(Cl)cc3)CC1)c1cccnc1O2. As a reaction SMILES: [CH2:35]([Cl:36])[Cl:37].[CH3:38][CH2:39][O:40][C:41](=[O:42])[CH3:43].[Cl:1][c:2]1[cH:3][cH:4][c:5]([C:8]2([OH:34])[CH2:9][CH2:10][N:11]([CH2:14][CH2:15][CH:16]=[C:17]3[CH2:18][c:19]4[c:20]([cH:28][cH:29][cH:30][c:31]4[CH2:32][OH:33])[O:21][c:22]4[n:23][cH:24][cH:25][cH:26][c:27]43)[CH2:12][CH2:13]2)[cH:6][cH:7]1>>[Cl:1][c:2]1[cH:3][cH:4][c:5]([C:8]2([OH:34])[CH2:9][CH2:10][N:11]([CH2:14][CH2:15][CH:16]=[C:17]3[CH2:18][c:19]4[c:20]([cH:28][cH:29][cH:30][c:31]4[CH:32]=[O:33])[O:21][c:22]4[n:23][cH:24][cH:25][cH:26][c:27]43)[CH2:12][CH2:13]2)[cH:6][cH:7]1. The reactants are COC(=O)CC(O)C(O)CC(=O)OC, Cc1ccccc1, CCOC(OCC)OCC. Yields the product CCOC1OC(CC(=O)OC)C(CC(=O)OC)O1. Reaction SMILES: [CH3:1][O:2][C:3]([CH2:4][CH:5]([CH:6]([CH2:7][C:8](=[O:9])[O:10][CH3:11])[OH:12])[OH:13])=[O:14].[CH3:25][c:26]1[cH:27][cH:28][cH:29][cH:30][cH:31]1.[CH:15]([O:16][CH2:17][CH3:18])([O:19][CH2:20][CH3:21])[O:22][CH2:23][CH3:24]>>[CH3:1][O:2][C:3]([CH2:4][CH:5]1[CH:6]([CH2:7][C:8](=[O:9])[O:10][CH3:11])[O:12][CH:15]([O:16][CH2:17][CH3:18])[O:13]1)=[O:14].